Dataset: the Open Reaction Database (ORD), a public repository of structured organic reaction records. Task: describe an organic reaction: reactants, conditions, products, and yield Starting materials: C(=O)C1=C(C=CC=C1)B(O)O (2-formylphenylboronic acid), CC1=NNC(=C1)C (3,5-dimethyl-1H-pyrazole), N1=CC=CC=C1 (pyridine). The reagents and catalysts are CC(=O)[O-].CC(=O)[O-].[Cu+2] (Cu(OAc)2). Run in C(Cl)Cl (CH2Cl2). Run at time 4 day. Product: CC1=NN(C(=C1)C)C1=C(C=O)C=CC=C1 (2-(3,5-dimethyl-pyrazol-1-yl)-benzaldehyde). Isolated yield 15.0%. Reaction SMILES: [CH:1]([C:3]1[CH:8]=[CH:7][CH:6]=[CH:5][C:4]=1B(O)O)=[O:2].[CH3:12][C:13]1[CH:17]=[C:16]([CH3:18])[NH:15][N:14]=1.N1C=CC=CC=1>C(Cl)Cl.CC([O-])=O.CC([O-])=O.[Cu+2]>[CH3:12][C:13]1[CH:17]=[C:16]([CH3:18])[N:15]([C:4]2[CH:5]=[CH:6][CH:7]=[CH:8][C:3]=2[CH:1]=[O:2])[N:14]=1 |f:4.5.6|. Procedure details: To a solution of 2-formylphenylboronic acid (500 mg, 3.33 mmol) in CH2Cl2 (30 mL) are added 3,5-dimethyl-1H-pyrazole (160 mg, 1.67 mmol), Cu(OAc)2 (909 mg, 5.0 mmol), pyridine (528 mg, 6.67 mmol) and molecular sieves (1.0 g) at room temperature. The mixture is stirred at the same temperature for 4 days with loose cap. The mixture is filtered through a short pad of diatomaceous earth and the solids are washed with CH2Cl2. The combined filtrates are concentrated and purified via flash chromatograp... The reactants are C(CCCC)C1=CC=C(C=CC(=O)NC2=CC=CC3=C2OC(CO3)C3=NN=NN3)C=C1 (8-(p-pentylcinnamoyl)amino-2-(5-tetrazolyl)-1,4-benzodioxane), [H][H] (hydrogen), C(C)O (ethanol), C(C)O (ethanol). Reagents/catalysts: [C].[Pd] (palladium-carbon). Run in C(C)(=O)OCC (ethyl acetate). The product is C(CCCC)C1=CC=C(C=C1)CCC(=O)NC1=CC=CC2=C1OC(CO2)C2=NN=NN2 (8-[3-(p-pentylphenyl)propionyl]amino-2-(5-tetrazolyl)-1,4-benzodioxane). Yield: 93.1%. RXN SMILES: [CH2:1]([C:6]1[CH:31]=[CH:30][C:9]([CH:10]=[CH:11][C:12]([NH:14][C:15]2[C:20]3[O:21][CH:22]([C:25]4[NH:29][N:28]=[N:27][N:26]=4)[CH2:23][O:24][C:19]=3[CH:18]=[CH:17][CH:16]=2)=[O:13])=[CH:8][CH:7]=1)[CH2:2][CH2:3][CH2:4][CH3:5].C(O)C.[H][H]>[C].[Pd].C(OCC)(=O)C>[CH2:1]([C:6]1[CH:31]=[CH:30][C:9]([CH2:10][CH2:11][C:12]([NH:14][C:15]2[C:20]3[O:21][CH:22]([C:25]4[NH:29][N:28]=[N:27][N:26]=4)[CH2:23][O:24][C:19]=3[CH:18]=[CH:17][CH:16]=2)=[O:13])=[CH:8][CH:7]=1)[CH2:2][CH2:3][CH2:4][CH3:5] |f:3.4|. Reported procedure: 8-(p-pentylcinnamoyl)amino-2-(5-tetrazolyl)-1,4-benzodioxane (216 mg; synthesized in example 2(1)) and palladium-carbon (50 mg; content 5) were suspended in a mixed solvent (6 ml) of ethanol, ethanol and ethyl acetate (1:1:1). In an atmosphere of hydrogen, the suspension was stirred for 90 min at room temperature. After stirring, the suspension was filtered through celite. The filtrate was condenced under reduced pressure. Thre residue was purified by column chromatography on silica gel (methyle... Reactants: C1(CCCCC1)C(=O)O (cyclohexane carboxylic acid), C(CC)N1N=NN=C1N (1-propyl-1H-tetrazol-5-amine). Product: C(CC)N1N=NN=C1NC(=O)C1CCCCC1 (N-(1-propyl-1H-tetrazol-5-yl)cyclohexane-carboxamide). Yield: 49.0%. Reaction SMILES: [CH:1]1([C:7]([OH:9])=O)[CH2:6][CH2:5][CH2:4][CH2:3][CH2:2]1.[CH2:10]([N:13]1[C:17]([NH2:18])=[N:16][N:15]=[N:14]1)[CH2:11][CH3:12]>>[CH2:10]([N:13]1[C:17]([NH:18][C:7]([CH:1]2[CH2:2][CH2:3][CH2:4][CH2:5][CH2:6]2)=[O:9])=[N:16][N:15]=[N:14]1)[CH2:11][CH3:12]. Reported procedure: Employing 0.30 g (2.3 mmol) of cyclohexane carboxylic acid and 0.29 mg (2.3 mmol) of 1-propyl-1H-tetrazol-5-amine in the procedure described above and elution with CH2Cl2/MeOH/Et31NT (9.3:0.5:0.2) gave the product in 49% yield. The reactants are OC1(CCC2(OCC(CO2)(C)C)CC1)CC=O ((9-hydroxy-3,3-dimethyl-1,5-dioxa-spiro[5.5]undec-9-yl)-acetaldehyde), ClC1=CC=C(C=C1)[C@H](C)N ((S)-1-(4-chloro-phenyl)-ethylamine), Intermediate 2. Product: ClC1=CC=C(C=C1)[C@H](C)NCCC1(CCC2(OCC(CO2)(C)C)CC1)O (9-{2-[(S)-1-(4-Chloro-phenyl)-ethylamino]-ethyl}-3,3-dimethyl-1,5-dioxa-spiro[5.5]undecan-9-ol). The yield is 63.0%. Reaction SMILES: [OH:1][C:2]1([CH2:15][CH:16]=O)[CH2:14][CH2:13][C:5]2([O:10][CH2:9][C:8]([CH3:12])([CH3:11])[CH2:7][O:6]2)[CH2:4][CH2:3]1.[Cl:18][C:19]1[CH:24]=[CH:23][C:22]([C@@H:25]([NH2:27])[CH3:26])=[CH:21][CH:20]=1>>[Cl:18][C:19]1[CH:24]=[CH:23][C:22]([C@@H:25]([NH:27][CH2:16][CH2:15][C:2]2([OH:1])[CH2:3][CH2:4][C:5]3([O:10][CH2:9][C:8]([CH3:12])([CH3:11])[CH2:7][O:6]3)[CH2:13][CH2:14]2)[CH3:26])=[CH:21][CH:20]=1. Procedure details: The title compound is prepared from (9-hydroxy-3,3-dimethyl-1,5-dioxa-spiro[5.5]undec-9-yl)-acetaldehyde and (S)-1-(4-chloro-phenyl)-ethylamine following a procedure analogous to that described in Step 3 of Intermediate 2. Yield: 63% of theory; LC (method 1): tR=1.55 min; Mass spectrum (ESI+): m/z=382/384 (Cl) [M+H]+. The reactants are stainless steel, ClC1=C(C(=CC=C1)F)C=1C(=NC(=CC1Cl)C1=NNC=N1)Cl (3-(2-chloro-6-fluorophenyl)-2,4-dichloro-6-([1,2,4]triazolyl)pyridine), C(C)(C)NC(C)C (diisopropylamine). Product: ClC1=NC(=CC(=C1C1=C(C=CC=C1F)Cl)NC(C)C)C1=NNC=N1 (2-chloro-3-(2-chloro-6-fluorophenyl)-4-(2-propylamino)-6-([1,2,4]triazolyl)pyridine), ClC1=C(C(=NC(=C1)C1=NNC=N1)NC(C)C)C1=C(C=CC=C1F)Cl (4-chloro-3-(2-chloro-6-fluorophenyl)-2-(2-propylamino)-6-([1,2,4]triazolyl)pyridine). RXN SMILES: [Cl:1][C:2]1[CH:7]=[CH:6][CH:5]=[C:4]([F:8])[C:3]=1[C:9]1[C:10]([Cl:21])=[N:11][C:12]([C:16]2[N:20]=[CH:19][NH:18][N:17]=2)=[CH:13][C:14]=1[Cl:15].[CH:22]([NH:25]C(C)C)([CH3:24])[CH3:23]>>[Cl:21][C:10]1[C:9]([C:3]2[C:4]([F:8])=[CH:5][CH:6]=[CH:7][C:2]=2[Cl:1])=[C:14]([NH:25][CH:22]([CH3:24])[CH3:23])[CH:13]=[C:12]([C:16]2[N:20]=[CH:19][NH:18][N:17]=2)[N:11]=1.[Cl:15][C:14]1[CH:13]=[C:12]([C:16]2[N:20]=[CH:19][NH:18][N:17]=2)[N:11]=[C:10]([NH:25][CH:22]([CH3:24])[CH3:23])[C:9]=1[C:3]1[C:4]([F:8])=[CH:5][CH:6]=[CH:7][C:2]=1[Cl:1]. Procedure: In a stainless steel autoclave, 700 mg (2.0 mmol) of 3-(2-chloro-6-fluorophenyl)-2,4-dichloro-6-([1,2,4]triazolyl)pyridine (Example A) and 15 g of diisopropylamine were heated at 160° C. for 12 h. The volatile components were removed under reduced pressure and the residue was chromatographed on silica gel using cyclohexane/ethyl acetate. It was possible to isolate 240 mg of 2-chloro-3-(2-chloro-6-fluorophenyl)-4-(2-propylamino)-6-([1,2,4]triazolyl)pyridine (m.p. 152° C.) and 310 mg of 4-chloro-3...